describe an organic reaction: reactants, conditions, products, and yield From a dataset of the Open Reaction Database (ORD), a public repository of structured organic reaction records. Reactants: COC(C1=CC(=C(C=C1)Br)N)=O (3-amino-4-bromo-benzoic acid methyl ester), CN(C)C=O (DMF). Reagents/catalysts: [C-]#N.[Zn+2].[C-]#N (zinc cyanide), C=1C=CC(=CC1)[P](C=2C=CC=CC2)(C=3C=CC=CC3)[Pd]([P](C=4C=CC=CC4)(C=5C=CC=CC5)C=6C=CC=CC6)([P](C=7C=CC=CC7)(C=8C=CC=CC8)C=9C=CC=CC9)[P](C=1C=CC=CC1)(C=1C=CC=CC1)C=1C=CC=CC1 (palladium tetrakis). Reaction conditions: temperature 120 celsius. Product: COC(C1=CC(=C(C=C1)C#N)N)=O (3-amino-4-cyano-benzoic acid methyl ester). Yield: 94.0%. As a reaction SMILES: [CH3:1][O:2][C:3](=[O:12])[C:4]1[CH:9]=[CH:8][C:7](Br)=[C:6]([NH2:11])[CH:5]=1.[CH3:13][N:14](C=O)C>[C-]#N.[Zn+2].[C-]#N.C1C=CC([P]([Pd]([P](C2C=CC=CC=2)(C2C=CC=CC=2)C2C=CC=CC=2)([P](C2C=CC=CC=2)(C2C=CC=CC=2)C2C=CC=CC=2)[P](C2C=CC=CC=2)(C2C=CC=CC=2)C2C=CC=CC=2)(C2C=CC=CC=2)C2C=CC=CC=2)=CC=1>[CH3:1][O:2][C:3](=[O:12])[C:4]1[CH:9]=[CH:8][C:7]([C:13]#[N:14])=[C:6]([NH2:11])[CH:5]=1 |f:2.3.4,^1:26,28,47,66|. Procedure details: Add zinc cyanide (1.5 g, 12.77 mmol), palladium tetrakis (675 mg, 0.584 mmol), to 3-amino-4-bromo-benzoic acid methyl ester (1.328 g, 5.77 mmol) in anhydrous DMF (3 ml). Purge with nitrogen for few minutes and keep under nitrogen atmosphere while heating to 120° C. overnight. Cool the mixture to room temperature and add water. Extract the product with EtOAc (×2). Wash the combined organic layers with 2N ammonium hydroxide solution (×2), water (×2), saturated aq. sodium chloride and dry over anhy... Reactants: CC(=O)OC1(C)C(COC(=O)c2ccccc2)OC(n2cnc3c(Cl)ncnc32)C1(C)F, CCO, NC1CCCCC1, O. The product is CC(=O)OC1(C)C(COC(=O)c2ccccc2)OC(n2cnc3c(NC4CCCCC4)ncnc32)C1(C)F. As a reaction SMILES: [C:1]([c:2]1[cH:3][cH:4][cH:5][cH:6][cH:7]1)(=[O:8])[O:9][CH2:10][CH:11]1[O:12][CH:13]([n:23]2[c:24]3[n:25][cH:26][n:27][c:28]([Cl:32])[c:29]3[n:30][cH:31]2)[C:14]([CH3:21])([F:22])[C:15]1([CH3:16])[O:17][C:18]([CH3:19])=[O:20].[CH3:41][CH2:42][OH:43].[NH2:33][CH:34]1[CH2:35][CH2:36][CH2:37][CH2:38][CH2:39]1.[OH2:40]>>[C:1]([c:2]1[cH:3][cH:4][cH:5][cH:6][cH:7]1)(=[O:8])[O:9][CH2:10][CH:11]1[O:12][CH:13]([n:23]2[c:24]3[n:25][cH:26][n:27][c:28]([NH:33][CH:34]4[CH2:35][CH2:36][CH2:37][CH2:38][CH2:39]4)[c:29]3[n:30][cH:31]2)[C:14]([CH3:21])([F:22])[C:15]1([CH3:16])[O:17][C:18]([CH3:19])=[O:20].